Dataset: the Open Reaction Database (ORD), a public repository of structured organic reaction records. Task: describe an organic reaction: reactants, conditions, products, and yield RXN SMILES: [C:1]([C:5]1[CH:6]=[C:7]([NH2:20])[N:8]([C:10]2[CH:11]=[C:12]3[C:17](=[CH:18][CH:19]=2)[N:16]=[CH:15][CH:14]=[CH:13]3)[N:9]=1)([CH3:4])([CH3:3])[CH3:2].C[Si]([N-][Si](C)(C)C)(C)C.[Li+].Cl[C:32]([O:34][C:35]([CH3:37])=[CH2:36])=[O:33].Cl>C1COCC1>[C:1]([C:5]1[CH:6]=[C:7]([NH:20][C:32](=[O:33])[O:34][C:35]([CH3:37])=[CH2:36])[N:8]([C:10]2[CH:11]=[C:12]3[C:17](=[CH:18][CH:19]=2)[N:16]=[CH:15][CH:14]=[CH:13]3)[N:9]=1)([CH3:4])([CH3:2])[CH3:3] |f:1.2|. Solvent: C1CCOC1 (THF). Yields the product C(C)(C)(C)C1=NN(C(=C1)NC(OC(=C)C)=O)C=1C=C2C=CC=NC2=CC1 (prop-1-en-2-yl 3-tert-butyl-1-(quinolin-6-yl)-1H-pyrazol-5-ylcarbamate). The reactants are ClC(=O)OC(=C)C (Isopropenyl chloroformate), C(C)(C)(C)C=1C=C(N(N1)C=1C=C2C=CC=NC2=CC1)N (5-tert-butyl-2-quinolin-6-yl-2H-pyrazol-3-ylamine), C[Si](C)(C)[N-][Si](C)(C)C.[Li+] (lithium bis(trimethylsilyl)amide), resultant mixture, Cl (HCl). Procedure: A solution of 5-tert-butyl-2-quinolin-6-yl-2H-pyrazol-3-ylamine from Example B3 (1.00 g, 3.8 mmol) in THF (20 mL) was cooled to −78° C. and treated with lithium bis(trimethylsilyl)amide (1.0 M in THF, 7.5 mL, 7.5 mmol). The resultant mixture was stirred at −78° C. for 30 min. Isopropenyl chloroformate (0.45 mL, 0.41 mmol) was added and stirring was continued at −78° C. for 30 min. The reaction mixture was quenched at −78° C. with aq HCl (2 N, 4 mL, 8 mmol), was warmed to RT and partitioned betwe... Isolated yield 348.0%. Reaction conditions: time 30 minute. Starting materials: C[Si](C)(C)[N-][Si](C)(C)C.[Li+] (Lithium bis(trimethylsilyl)amide), C(C)(C)(C)P(C(C)(C)C)C(C)(C)C (tri-t-butylphosphine), CCCCCC (hexane), BrC=1C=C2CCCN(C2=CC1)CCN(C(OC(C)(C)C)=O)CC (tert-Butyl 2-(6-bromo-3,4-dihydroquinolin-1(2H)-yl)ethyl(ethyl)carbamate), BrC=1C=C2CCCN(C2=CC1)CCN(C(OC(C)(C)C)=O)CC (tert-Butyl 2-(6-bromo-3,4-dihydroquinolin-1(2H)-yl)ethyl(ethyl)carbamate), CCCC[N+](CCCC)(CCCC)CCCC.[F-] (TBAF). The reagents and catalysts are C=1C=CC(=CC1)/C=C/C(=O)/C=C/C2=CC=CC=C2.C=1C=CC(=CC1)/C=C/C(=O)/C=C/C2=CC=CC=C2.C=1C=CC(=CC1)/C=C/C(=O)/C=C/C2=CC=CC=C2.[Pd].[Pd] (tris(dibenzylideneacetone)dipalladium(0)). Solvent: C1CCOC1 (THF), C1CCOC1 (THF). Reaction conditions: time 5 minute. The product is NC=1C=C2CCCN(C2=CC1)CCN(C(OC(C)(C)C)=O)CC (tert-Butyl 2-(6-amino-3,4-dihydroquinolin-1(2H)-yl)ethyl(ethyl)carbamate). Yield: 74.7%. Reaction SMILES: C(P(C(C)(C)C)C(C)(C)C)(C)(C)C.CCCCCC.Br[C:21]1[CH:22]=[C:23]2[C:28](=[CH:29][CH:30]=1)[N:27]([CH2:31][CH2:32][N:33]([CH2:41][CH3:42])[C:34](=[O:40])[O:35][C:36]([CH3:39])([CH3:38])[CH3:37])[CH2:26][CH2:25][CH2:24]2.C[Si]([N-:47][Si](C)(C)C)(C)C.[Li+].CCCC[N+](CCCC)(CCCC)CCCC.[F-]>C1COCC1.C1C=CC(/C=C/C(/C=C/C2C=CC=CC=2)=O)=CC=1.C1C=CC(/C=C/C(/C=C/C2C=CC=CC=2)=O)=CC=1.C1C=CC(/C=C/C(/C=C/C2C=CC=CC=2)=O)=CC=1.[Pd].[Pd]>[NH2:47][C:21]1[CH:22]=[C:23]2[C:28](=[CH:29][CH:30]=1)[N:27]([CH2:31][CH2:32][N:33]([CH2:41][CH3:42])[C:34](=[O:40])[O:35][C:36]([CH3:39])([CH3:38])[CH3:37])[CH2:26][CH2:25][CH2:24]2 |f:3.4,5.6,8.9.10.11.12|. Reported procedure: A suspension of tris(dibenzylideneacetone)dipalladium(0) (66 mg, 0.072 mmol) in anhydrous THF (3 mL) was treated with tri-t-butylphosphine in hexane (10% wt) (0.435 mL, 0.143 mmol) and the mixture stirred for 5 minutes at room temperature. A solution of tert-butyl 2-(6-bromo-3,4-dihydroquinolin-1(2H)-yl)ethyl(ethyl)carbamate (compound 5, 0.275 g, 0.717 mmol) in THF (7 mL) was added followed by Lithium bis(trimethylsilyl)amide (1M in THF, 1.435 mL, 1.435 mmol) and the mixture heated in a sealed r... The reactants are ClC=1C=C(C=C(C1)F)C1=C(OC(=C1)C(=O)N1CSCC1)C=1C=C(C=CC1)C#N (3-[3-(3-Chloro-5-fluorophenyl)-5-(1,3-thiazolidin-3-ylcarbonyl)furan-2-yl]benzenecarbonitrile), ClC=1C=C(C=CC1F)C1=C(C=C(O1)C(=O)O)C1=CC(=CC(=C1)F)Cl (5-(3-Chloro-4-fluorophenyl)-4-(3-chloro-5-fluorophenyl)furan-2-carboxylic acid). The product is ClC=1C=C(C=CC1F)C1=C(C=C(O1)C(=O)N1CSCC1)C1=CC(=CC(=C1)F)Cl ([5-(3-Chloro-4-fluorophenyl)-4-(3-chloro-5-fluorophenyl)furan-2-yl](1,3-thiazolidin-3-yl)methanone). RXN SMILES: ClC1C=C(C2C=C(C([N:16]3[CH2:20][CH2:19][S:18][CH2:17]3)=O)OC=2C2C=C(C#N)C=CC=2)C=C(F)C=1.[Cl:29][C:30]1[CH:31]=[C:32]([C:37]2[O:41][C:40]([C:42]([OH:44])=O)=[CH:39][C:38]=2[C:45]2[CH:50]=[C:49]([F:51])[CH:48]=[C:47]([Cl:52])[CH:46]=2)[CH:33]=[CH:34][C:35]=1[F:36]>>[Cl:29][C:30]1[CH:31]=[C:32]([C:37]2[O:41][C:40]([C:42]([N:16]3[CH2:20][CH2:19][S:18][CH2:17]3)=[O:44])=[CH:39][C:38]=2[C:45]2[CH:50]=[C:49]([F:51])[CH:48]=[C:47]([Cl:52])[CH:46]=2)[CH:33]=[CH:34][C:35]=1[F:36]. Procedure: The preparation of the title compound takes place in analogy to the synthesis of the compound from Example 1 starting with the compound from Example 21A. 144 mg (48% of theory) of the title compound are obtained. Starting materials: COC1=C(/C=C/C(C2=CC(=C(C=C2)OC)[N+](=O)[O-])S(=O)C(C2=CC(=C(C=C2)OC)[N+](=O)[O-])\C=C\C2=C(C=C(C=C2OC)OC)OC)C(=CC(=C1)OC)OC ((E)-2,4,6-Trimethoxystyryl-4-methoxy-3-nitrobenzylsulfoxide), S(=O)([O-])S(=O)[O-].[Na+].[Na+] (sodium dithionite). The solvent is O (Water), CC(=O)C (acetone), O (water). Conditions: temperature 50 celsius. The product is COC1=C(/C=C/C(C2=CC(=C(C=C2)OC)N)S(=O)C(C2=CC(=C(C=C2)OC)N)\C=C\C2=C(C=C(C=C2OC)OC)OC)C(=CC(=C1)OC)OC ((E)-2,4,6-trimethoxy styryl-3-amino-4-methoxybenzylsulfoxide). Reaction SMILES: [CH3:1][O:2][C:3]1[CH:50]=[C:49]([O:51][CH3:52])[CH:48]=[C:47]([O:53][CH3:54])[C:4]=1/[CH:5]=[CH:6]/[CH:7]([S:19]([CH:21](/[CH:33]=[CH:34]/[C:35]1[C:40]([O:41][CH3:42])=[CH:39][C:38]([O:43][CH3:44])=[CH:37][C:36]=1[O:45][CH3:46])[C:22]1[CH:27]=[CH:26][C:25]([O:28][CH3:29])=[C:24]([N+:30]([O-])=O)[CH:23]=1)=[O:20])[C:8]1[CH:13]=[CH:12][C:11]([O:14][CH3:15])=[C:10]([N+:16]([O-])=O)[CH:9]=1.S(S([O-])=O)([O-])=O.[Na+].[Na+]>CC(C)=O.O>[CH3:46][O:45][C:36]1[CH:37]=[C:38]([O:43][CH3:44])[CH:39]=[C:40]([O:41][CH3:42])[C:35]=1/[CH:34]=[CH:33]/[CH:21]([S:19]([CH:7](/[CH:6]=[CH:5]/[C:4]1[C:47]([O:53][CH3:54])=[CH:48][C:49]([O:51][CH3:52])=[CH:50][C:3]=1[O:2][CH3:1])[C:8]1[CH:13]=[CH:12][C:11]([O:14][CH3:15])=[C:10]([NH2:16])[CH:9]=1)=[O:20])[C:22]1[CH:27]=[CH:26][C:25]([O:28][CH3:29])=[C:24]([NH2:30])[CH:23]=1 |f:1.2.3|. Procedure: (E)-2,4,6-Trimethoxystyryl-4-methoxy-3-nitrobenzylsulfoxide (1.3 mmol) was dissolved in a 2 to 1mixture of acetone and water (50 mL). The resulting mixture was heated to 50° C. After heating at 50° C. for 30 min, sodium dithionite (26.3 mmol) was added to the heated reaction mixture (portionwise over 20 minutes). The resulting mixture was maintained at 50° C. for 1hour, then cooled to room temperature (25° C.). Water (50 mL) was added to the cooled mixture. The resulting mixture was extracted wi... The reactants are N (ammonia), [Sn](Cl)(Cl)(Cl)Cl (Tin chloride), dihydrate, C(C)(C)(C)OC(=O)NCCCCNC1=C(C(=NC2=CC=CC=C12)Cl)[N+](=O)[O-] (4-[4-(tert-Butoxycarbonylamino)butylamino]-2-chloro-3-nitroquinoline). Solvent: C(C)O (ethanol). Product: NC=1C(=NC2=CC=CC=C2C1NCCCCNC(=O)OC(C)(C)C)Cl (3-amino-4-[4-(tert-butoxycarbonylamino)butylamino]-2-chloroquinoline). The yield is 25.9%. As a reaction SMILES: [C:1]([O:5][C:6]([NH:8][CH2:9][CH2:10][CH2:11][CH2:12][NH:13][C:14]1[C:23]2[C:18](=[CH:19][CH:20]=[CH:21][CH:22]=2)[N:17]=[C:16]([Cl:24])[C:15]=1[N+:25]([O-])=O)=[O:7])([CH3:4])([CH3:3])[CH3:2].[Sn](Cl)(Cl)(Cl)Cl.N>C(O)C>[NH2:25][C:15]1[C:16]([Cl:24])=[N:17][C:18]2[C:23]([C:14]=1[NH:13][CH2:12][CH2:11][CH2:10][CH2:9][NH:8][C:6]([O:5][C:1]([CH3:3])([CH3:2])[CH3:4])=[O:7])=[CH:22][CH:21]=[CH:20][CH:19]=2. Reported procedure: 0.5 g (1.27 mmol) of 4-[4-(tert-Butoxycarbonylamino)butylamino]-2-chloro-3-nitroquinoline was dissolved in 13 ml of ethanol. 1.0 g (4.43 mmol) of tin chloride [II] dihydrate was added thereto and the mixture was refluxed under heating for one hour. The reaction mixture was poured into 2N aqueous ammonia. The resulting solution was extracted twice with chloroform, washed (brine), and dried (Na2SO4). The solvent was distilled off under reduce pressure and the residue was purified by silica gel col... Reactants: O1C=C(C=C1)C=1C(=C(C(=O)OC)C(=CC1)CS(=O)(=O)C1=C(C=CC=C1)\C=C/CN1CCCCC1)OC ((Z)-Methyl 3-(furan-3-yl)-2-methoxy-6-((2-(3-(piperidin-1-yl)prop-1-enyl)benzenesulfonyl)methyl)benzoate), O1C=C(C=C1)C=1C(=C(C(=O)OC)C(=CC1)CS(=O)(=O)C1=C(C=CC=C1)\C=C/CN1CCCCC1)OC ((Z)-Methyl 3-(furan-3-yl)-2-methoxy-6-((2-(3-(piperidin-1-yl)prop-1-enyl)benzenesulfonyl)methyl)benzoate), O.[OH-].[Li+] (lithium hydroxide monohydrate), resultant mixture. The solvent is O (water), O1CCOCC1 (dioxane), O (water). Run at temperature 65 celsius. Product: O1C=C(C=C1)C=1C(=C(C(=O)O)C(=CC1)CS(=O)(=O)C1=C(C=CC=C1)\C=C/CN1CCCCC1)OC ((Z)-3-(Furan-3-yl)-2-methoxy-6-((2-(3-(piperidin-1-yl)prop-1-enyl)benzenesulfonyl)methyl)benzoic acid). RXN SMILES: [O:1]1[CH:5]=[CH:4][C:3]([C:6]2[C:7]([O:35][CH3:36])=[C:8]([C:13]([CH2:16][S:17]([C:20]3[CH:25]=[CH:24][CH:23]=[CH:22][C:21]=3/[CH:26]=[CH:27]\[CH2:28][N:29]3[CH2:34][CH2:33][CH2:32][CH2:31][CH2:30]3)(=[O:19])=[O:18])=[CH:14][CH:15]=2)[C:9]([O:11]C)=[O:10])=[CH:2]1.O.[OH-].[Li+]>O.O1CCOCC1>[O:1]1[CH:5]=[CH:4][C:3]([C:6]2[C:7]([O:35][CH3:36])=[C:8]([C:13]([CH2:16][S:17]([C:20]3[CH:25]=[CH:24][CH:23]=[CH:22][C:21]=3/[CH:26]=[CH:27]\[CH2:28][N:29]3[CH2:34][CH2:33][CH2:32][CH2:31][CH2:30]3)(=[O:19])=[O:18])=[CH:14][CH:15]=2)[C:9]([OH:11])=[O:10])=[CH:2]1 |f:1.2.3|. Reported procedure: (Z)-Methyl 3-(furan-3-yl)-2-methoxy-6-((2-(3-(piperidin-1-yl)prop-1-enyl)benzenesulfonyl)methyl)benzoate (Intermediate 198, 0.069 g) was added to a solution of lithium hydroxide monohydrate (0.051 g) in water (0.7 ml) and dioxane (3 ml) and the resultant mixture was stirred and heated at 65° C. for 4 days. After cooling, the mixture was diluted with water and washed with diethyl ether. The aqueous layer was acidified with 1M HCl and extracted with ethyl acetate, washed with brine, dried (Na2SO4)... Starting materials: C=CCOC(=O)C1C(c2ccc3c(c2)OCO3)c2ccc(OCCC)cc2C1c1ccc(OC)cc1OCOC, Cl, C=CCO. Product: C=CCOC(=O)C1C(c2ccc3c(c2)OCO3)c2ccc(OCCC)cc2C1c1ccc(OC)cc1O. Reaction SMILES: [CH3:1][O:2][c:3]1[cH:4][c:5]([O:37][CH2:38][O:39][CH3:40])[c:6]([CH:9]2[CH:10]([C:31](=[O:32])[O:33][CH2:34][CH:35]=[CH2:36])[CH:11]([c:22]3[cH:23][c:24]4[c:25]([cH:26][cH:27]3)[O:28][CH2:29][O:30]4)[c:12]3[cH:13][cH:14][c:15]([O:18][CH2:19][CH2:20][CH3:21])[cH:16][c:17]32)[cH:7][cH:8]1.[ClH:41].[OH:42][CH2:43][CH:44]=[CH2:45]>>[CH3:1][O:2][c:3]1[cH:4][c:5]([OH:37])[c:6]([CH:9]2[CH:10]([C:31](=[O:32])[O:33][CH2:34][CH:35]=[CH2:36])[CH:11]([c:22]3[cH:23][c:24]4[c:25]([cH:26][cH:27]3)[O:28][CH2:29][O:30]4)[c:12]3[cH:13][cH:14][c:15]([O:18][CH2:19][CH2:20][CH3:21])[cH:16][c:17]32)[cH:7][cH:8]1. The reactants are FC=1C=C2C=CC=NC2=CC1CC(=O)O (2-(6-fluoroquinolin-7-yl)acetic acid), BrC=1C(=C(SC1)N)C1=NC=NN1 (4-bromo-3-(1H-1,2,4-triazol-5-yl)thiophen-2-amine). Product: BrC=1C(=C(SC1)NC(CC1=C(C=C2C=CC=NC2=C1)F)=O)C1=NC=NN1 (N-(4-Bromo-3-(1H-1,2,4-triazol-5-yl)thiophen-2-yl)-2-(6-fluoroquinolin-7-yl)acetamide). RXN SMILES: [F:1][C:2]1[CH:3]=[C:4]2[C:9](=[CH:10][C:11]=1[CH2:12][C:13]([OH:15])=O)[N:8]=[CH:7][CH:6]=[CH:5]2.[Br:16][C:17]1[C:18]([C:23]2[NH:27][N:26]=[CH:25][N:24]=2)=[C:19]([NH2:22])[S:20][CH:21]=1>>[Br:16][C:17]1[C:18]([C:23]2[NH:27][N:26]=[CH:25][N:24]=2)=[C:19]([NH:22][C:13](=[O:15])[CH2:12][C:11]2[CH:10]=[C:9]3[C:4]([CH:5]=[CH:6][CH:7]=[N:8]3)=[CH:3][C:2]=2[F:1])[S:20][CH:21]=1. Reported procedure: N-(4-Bromo-3-(1H-1,2,4-triazol-5-yl)thiophen-2-yl)-2-(6-fluoroquinolin-7-yl)acetamide was prepared from 2-(6-fluoroquinolin-7-yl)acetic acid (42 mg, 0.203 mmol) and 4-bromo-3-(1H-1,2,4-triazol-5-yl)thiophen-2-amine (25 mg, 0.102 mmol) according to protocol A. Retention time (min)=2.338, method [7], MS(ESI) 432.0 (M+H); 1H NMR (300 MHz, CD3OD) δ 9.02 (d, J=4.2 Hz, 1H), 8.73 (d, J=8.0 Hz, 1H), 8.24 (d, J=7.2 Hz, 1H), 7.93 (s, 1H), 7.88 (d, J=10.0 Hz, 1H), 7.82 (dd, J=9.0, 4.2 Hz, 1H), 7.09 (s, 1H)... Reactants: CC1(CCCC(N1[O])(C)C)C (TEMPO), [K+].[Br-] (KBr), S1C(=CC=C1)C=1SC=C(N1)CO ((2-thiophen-2-ylthiazole-4-yl)methanol), Cl[O-].[Na+] (sodium hypochlorite), C(=O)(O)[O-].[Na+] (NaHCO3). The solvent is O (water), C(Cl)Cl (CH2Cl2). The product is S1C(=CC=C1)C=1SC=C(N1)C=O (2-thiophen-2-ylthiazole-4-carbaldehyde). As a reaction SMILES: CC1(C)N([O])C(C)(C)CCC1.[K+].[Br-].[S:14]1[CH:18]=[CH:17][CH:16]=[C:15]1[C:19]1[S:20][CH:21]=[C:22]([CH2:24][OH:25])[N:23]=1.Cl[O-].[Na+].C([O-])(O)=O.[Na+]>O.C(Cl)Cl>[S:14]1[CH:18]=[CH:17][CH:16]=[C:15]1[C:19]1[S:20][CH:21]=[C:22]([CH:24]=[O:25])[N:23]=1 |f:1.2,4.5,6.7,^1:4|. Procedure details: TEMPO (5.1 mg; 0.0329 mmol) and a solution of KBr (39.2 mg; 0.329 mmol) in water (0.5 ml) were added to a solution of (2-thiophen-2-ylthiazole-4-yl)methanol (0.65 g; 3.29 mmol) in CH2Cl2 (12 ml), followed, after cooling to 0-5° C., by dropwise addition of a solution of 7.1% sodium hypochlorite (4.1 ml; 4.1 mmol) and NaHCO3 (245 mg). Starting materials: FC(C(=O)O)(F)F.N[C@@H](COC1=CC=C(CC2C(NC(S2)=O)=O)C=C1)C (5-{4-[2(R)-aminopropoxy]benzyl}thiazolidine-2,4-dione trifluoroacetate), [Si](C)(C)(C(C)(C)C)O[C@@H](C=O)C1=CC(=CC=C1)Cl ((R)-α-(t-butyldimethylsilyloxy)-α-(3-chlorophenyl)acetaldehyde), C(#N)[BH3-].[Na+] (sodium cyanoborohydride). The solvent is CO (methanol). Reaction conditions: time 2.5 hour. Yields the product ClC=1C=C(C=CC1)[C@H](CN[C@@H](COC1=CC=C(CC2C(NC(S2)=O)=O)C=C1)C)O[Si](C)(C)C(C)(C)C (5-{4-[2(R)-[2(R)-(3-Chlorophenyl)-2-t-butyldimethylsilyloxyethylamino]propoxy]benzyl}thiazolidine-2,4-dione). Isolated yield 91.5%. RXN SMILES: FC(F)(F)C(O)=O.[NH2:8][C@H:9]([CH3:26])[CH2:10][O:11][C:12]1[CH:25]=[CH:24][C:15]([CH2:16][CH:17]2[S:21][C:20](=[O:22])[NH:19][C:18]2=[O:23])=[CH:14][CH:13]=1.[Si:27]([O:34][C@H:35]([C:38]1[CH:43]=[CH:42][CH:41]=[C:40]([Cl:44])[CH:39]=1)[CH:36]=O)([C:30]([CH3:33])([CH3:32])[CH3:31])([CH3:29])[CH3:28].C([BH3-])#N.[Na+]>CO>[Cl:44][C:40]1[CH:39]=[C:38]([C@@H:35]([O:34][Si:27]([C:30]([CH3:31])([CH3:33])[CH3:32])([CH3:29])[CH3:28])[CH2:36][NH:8][C@H:9]([CH3:26])[CH2:10][O:11][C:12]2[CH:25]=[CH:24][C:15]([CH2:16][CH:17]3[S:21][C:20](=[O:22])[NH:19][C:18]3=[O:23])=[CH:14][CH:13]=2)[CH:43]=[CH:42][CH:41]=1 |f:0.1,3.4|. Reported procedure: A mixture of 36.5 g of 5-{4-[2(R)-aminopropoxy]benzyl}thiazolidine-2,4-dione trifluoroacetate [prepared as described in Preparation 2], 98.4 g of (R)-α-(t-butyldimethylsilyloxy)-α-(3-chlorophenyl)acetaldehyde [prepared as described in Preparation 12] and 400 ml of absolute methanol was stirred at room temperature for 2.5 hours, after which the mixture was cooled using a salted ice-bath. 29.0 g of sodium cyanoborohydride were then added to the mixture in small portions, and the mixture was allowe...